The task is: describe an organic reaction: reactants, conditions, products, and yield. This data is from the Open Reaction Database (ORD), a public repository of structured organic reaction records. Reactants: Cc1ccccc1, O=CO, CCOc1ccc2c(c1F)OC1CC(C3CCC4(CC3)OCCO4)CCC21, O. Yields the product CCOc1ccc2c(c1F)OC1CC(C3CCC(=O)CC3)CCC21. Reaction SMILES: [CH3:32][c:33]1[cH:34][cH:35][cH:36][cH:37][cH:38]1.[CH:28]([OH:29])=[O:30].[O:1]1[CH2:3][CH2:2][O:4][C:5]12[CH2:6][CH2:7][CH:8]([CH:11]1[CH2:12][CH2:13][CH:14]3[CH:15]([O:16][c:17]4[c:18]3[cH:19][cH:20][c:21]([O:24][CH2:25][CH3:26])[c:22]4[F:23])[CH2:27]1)[CH2:9][CH2:10]2.[OH2:31]>>[O:4]=[C:5]1[CH2:6][CH2:7][CH:8]([CH:11]2[CH2:12][CH2:13][CH:14]3[CH:15]([O:16][c:17]4[c:18]3[cH:19][cH:20][c:21]([O:24][CH2:25][CH3:26])[c:22]4[F:23])[CH2:27]2)[CH2:9][CH2:10]1. The reactants are C[Si](C1=CC(=CO1)C=O)(C)C (5-trimethylsilyl-3-furanaldehyde), B(F)(F)F.CCOCC (boron trifluoride etherate), CC(=CCCC(=CO[Si](C)(C)C)C=C)C (2-(4-methyl-3-pentenyl)-1-trimethylsilyloxy-1,3-butadiene). Run in C(Cl)Cl (methylene chloride), C(Cl)Cl (methylene chloride). Reaction conditions: time 20 hour. The product is OC(CC=C(C=O)CCC=C(C)C)C=1C=C(OC1)[Si](C)(C)C (5-Hydroxy-2-(4-methyl-3-pentenyl)-5-(2-trimethylsilyl-4-furyl)-2-pentenal). As a reaction SMILES: [CH3:1][Si:2]([CH3:11])([CH3:10])[C:3]1[O:7][CH:6]=[C:5]([CH:8]=[O:9])[CH:4]=1.B(F)(F)F.CCOCC.[CH3:21][C:22]([CH3:35])=[CH:23][CH2:24][CH2:25][C:26]([CH:33]=[CH2:34])=[CH:27][O:28][Si](C)(C)C>C(Cl)Cl>[OH:9][CH:8]([C:5]1[CH:4]=[C:3]([Si:2]([CH3:11])([CH3:10])[CH3:1])[O:7][CH:6]=1)[CH2:34][CH:33]=[C:26]([CH2:25][CH2:24][CH:23]=[C:22]([CH3:21])[CH3:35])[CH:27]=[O:28] |f:1.2|. Procedure: To a stirred solution of 5-trimethylsilyl-3-furanaldehyde (0.444 g, 2.6 mmol) in 5 ml methylene chloride at -60° under argon was added dropwise boron trifluoride etherate (0.33 ml, 2.7 mmol). After one to two minutes a solution of 2-(4-methyl-3-pentenyl)-1-trimethylsilyloxy-1,3-butadiene (0.604 g, 2.7 mmol) in 3 ml methylene chloride was added dropwise. The solution was stirred for 20 hours at -60°, quenched with saturated sodium bicarbonate solution, warmed to room temperature, and taken up in ... Procedure: A solution of 8.40 g. (0.02 mole) 6-[1-hydroxy-2-(N-tert-butylbenzylamino)ethyl]-2-phenyl-4H-1,3-dioxino[5,4-b]pyridine in 75 ml. of methanol containing 10 ml. of concentrated hydrochloric acid was stirred at room temperature for 4 hours, then the solvents were evaporated in vacuo to give a solid. Recrystallization from isopropanol/methanol gave 6.30 g. (74%) of 2-hydroxyethyl-3-hydroxy-6-[1-hydroxy-2-(N-tert-butylbenzylamino)ethyl]pyridine dihydrochloride; m.p. 173°-175° C. (dec.) Run in CO (methanol). RXN SMILES: [OH:1][CH:2]([C:16]1[N:21]=[C:20]2[CH2:22][O:23]C(C3C=CC=CC=3)[O:25][C:19]2=[CH:18][CH:17]=1)[CH2:3][N:4]([CH2:9][C:10]1[CH:15]=[CH:14][CH:13]=[CH:12][CH:11]=1)[C:5]([CH3:8])([CH3:7])[CH3:6].[ClH:32].Cl.Cl.OCCC1C(O)=CC=C(C(O)CN(CC2C=CC=CC=2)C(C)(C)C)N=1>CO>[ClH:32].[ClH:32].[OH:23][CH2:22][C:20]1[C:19]([OH:25])=[CH:18][CH:17]=[C:16]([CH:2]([OH:1])[CH2:3][N:4]([CH2:9][C:10]2[CH:11]=[CH:12][CH:13]=[CH:14][CH:15]=2)[C:5]([CH3:8])([CH3:7])[CH3:6])[N:21]=1 |f:2.3.4,6.7.8|. Product: Cl.Cl.OCC1=NC(=CC=C1O)C(CN(C(C)(C)C)CC1=CC=CC=C1)O (2-Hydroxymethyl-3-hydroxy-6-[1-hydroxy-2-(N-tert-butylbenzylamino)ethyl]pyridine Dihydrochloride). Starting materials: OC(CN(C(C)(C)C)CC1=CC=CC=C1)C1=CC=C2C(=N1)COC(O2)C2=CC=CC=C2 (6-[1-hydroxy-2-(N-tert-butylbenzylamino)ethyl]-2-phenyl-4H-1,3-dioxino[5,4-b]pyridine), Cl (hydrochloric acid), Cl.Cl.OCCC1=NC(=CC=C1O)C(CN(C(C)(C)C)CC1=CC=CC=C1)O (2-hydroxyethyl-3-hydroxy-6-[1-hydroxy-2-(N-tert-butylbenzylamino)ethyl]pyridine dihydrochloride).